This data is from the Open Reaction Database (ORD), a public repository of structured organic reaction records. The task is: describe an organic reaction: reactants, conditions, products, and yield Reactants: COC=1C(=C(C=O)C=CC1)N (3-methoxy-2-aminobenzaldehyde), C(CC)(=O)C1=CC=CC=C1 (propiophenone), [OH-].[K+] (potassium hydroxide). The solvent is C(C)O (ethanol). Reaction conditions: time 8 hour. The product is C1(=CC=CC=C1)C1=NC2=C(C=CC=C2C=C1C)OC (2-phenyl-3-methyl-8-methoxyquinoline). The yield is 0.1%. Reaction SMILES: [CH3:1][O:2][C:3]1[C:4]([NH2:11])=[C:5]([CH:8]=[CH:9][CH:10]=1)[CH:6]=O.[C:12]([C:16]1[CH:21]=[CH:20][CH:19]=[CH:18][CH:17]=1)(=O)[CH2:13][CH3:14].[OH-].[K+]>C(O)C>[C:16]1([C:12]2[C:13]([CH3:14])=[CH:6][C:5]3[C:4](=[C:3]([O:2][CH3:1])[CH:10]=[CH:9][CH:8]=3)[N:11]=2)[CH:21]=[CH:20][CH:19]=[CH:18][CH:17]=1 |f:2.3|. Reported procedure: 15.3 g (101 mol) of 3-methoxy-2-aminobenzaldehyde and 14 ml (105 mol) of propiophenone are dissolved in 400 ml of ethanol. 1.4 g (25 mol) of potassium hydroxide are added to the reaction mixture and the latter is brought to 100° C. for 8 hours. After cooling the reaction medium, the latter is concentrated under vacuum and 200 ml of water are added. A yellow precipitate forms after a few minutes. The medium is filtered and the yellow precipitate is taken up in a mixture of 300 ml of ethyl ether a...